This data is from the Open Reaction Database (ORD), a public repository of structured organic reaction records. The task is: describe an organic reaction: reactants, conditions, products, and yield Reactants: C(#N)C1=NC(=CC=C1)C1=CN=C(O1)C(CCC1=CC=C(C=C1)COC1=CC=CC=C1)=O (2-Cyano-6-(2-(3-(4-(phenoxymethyl)phenyl)propanoyl)oxazol-5-yl)pyridine), [N-]=[N+]=[N-].[Na+] (sodium azide). The reagents and catalysts are [Br-].[Zn+2].[Br-] (zinc bromide). Run in CC(C)O.O (i-PrOH H2O). The product is N1N=NN=C1C1=CC=CC(=N1)C1=CN=C(O1)C(CCC1=CC=C(C=C1)COC1=CC=CC=C1)=O (1-(5-(6-(1H-tetrazol-5-yl)pyridin-2-yl)oxazol-2-yl)-3-(4-(phenoxymethyl)phenyl)propan-1-one). Yield: 55.3%. As a reaction SMILES: [C:1]([C:3]1[CH:8]=[CH:7][CH:6]=[C:5]([C:9]2[O:13][C:12]([C:14](=[O:31])[CH2:15][CH2:16][C:17]3[CH:22]=[CH:21][C:20]([CH2:23][O:24][C:25]4[CH:30]=[CH:29][CH:28]=[CH:27][CH:26]=4)=[CH:19][CH:18]=3)=[N:11][CH:10]=2)[N:4]=1)#[N:2].[N-:32]=[N+:33]=[N-:34].[Na+]>CC(O)C.O.[Br-].[Zn+2].[Br-]>[NH:32]1[C:1]([C:3]2[N:4]=[C:5]([C:9]3[O:13][C:12]([C:14](=[O:31])[CH2:15][CH2:16][C:17]4[CH:22]=[CH:21][C:20]([CH2:23][O:24][C:25]5[CH:26]=[CH:27][CH:28]=[CH:29][CH:30]=5)=[CH:19][CH:18]=4)=[N:11][CH:10]=3)[CH:6]=[CH:7][CH:8]=2)=[N:2][N:34]=[N:33]1 |f:1.2,3.4,5.6.7|. Reported procedure: 2-Cyano-6-(2-(3-(4-(phenoxymethyl)phenyl)propanoyl)oxazol-5-yl)pyridine (98 mg, 0.24 mmol), sodium azide (31 mg, 0.48 mmol), and zinc bromide (27 mg, 0.12 mmol) were dissolved in i-PrOH/H2O (1:2, 2.1 mL) and warmed at reflux for 24 h. The reaction solution was allowed to cool to ambient temperature and was quenched with aqueous 1 N HCl. The solution was diluted with EtOAc and the organic phase was washed with saturated aqueous NaCl, dried over Na2SO4, and the solvent was removed in vacuo. The cr... Procedure: Into a three-necked flask of 1liter, 25g (0.145 mol) of o-bromophenol, 6.1 g (0,152mol) of sodium hydroxide and 300 ml of ethanol were charged and refluxed for two hours. Then, 82.0 g (0.578 mol) of methyl iodide was added dropwise and the mixture was refluxed further for four hours. After the mixture was cooled to room temperature, 600 ml of diethyl ether was added. The mixture was charged into a separatory funnel. Separated organic layer was washed successively with, 100 ml of 2N-hydrochloric ... Solvent: C(C)OCC (diethyl ether). Yields the product COC1=C(C=CC=C1)Br (o-methoxyphenylbromide). RXN SMILES: [Br:1][C:2]1[CH:7]=[CH:6][CH:5]=[CH:4][C:3]=1[OH:8].[OH-].[Na+].[CH2:11](O)C.CI>C(OCC)C>[CH3:11][O:8][C:3]1[CH:4]=[CH:5][CH:6]=[CH:7][C:2]=1[Br:1] |f:1.2|. Starting materials: 25g, BrC1=C(C=CC=C1)O (o-bromophenol), [OH-].[Na+] (sodium hydroxide), C(C)O (ethanol), CI (methyl iodide). Reactants: C(C)OC(=O)C1(CC1)C1=CC=C(C=C1)C1=CC=C(C=C1)C1=C(C(=NO1)C)N (1-[4′-(4-amino-3-methyl-isoxazol-5-yl)-biphenyl-4-yl]-cyclopropanecarboxylic acid ethyl ester), CN(CCNC(=O)C1=NC(=CC=C1)Br)C (6-bromo-pyridine-2-carboxylic acid (2-dimethylamino-ethyl)-amide). The product is C(C)OC(=O)C1(CC1)C1=CC=C(C=C1)C1=CC=C(C=C1)C1=C(C(=NO1)C)NC1=NC(=CC=C1)C(NCCN(C)C)=O (1-(4′-{4-[6-(2-Dimethylamino-ethylcarbamoyl)-pyridin-2-ylamino]-3-methyl-isoxazol-5-yl}-biphenyl-4-yl)-cyclopropanecarboxylic acid ethyl ester). Reaction SMILES: [CH2:1]([O:3][C:4]([C:6]1([C:9]2[CH:14]=[CH:13][C:12]([C:15]3[CH:20]=[CH:19][C:18]([C:21]4[O:25][N:24]=[C:23]([CH3:26])[C:22]=4[NH2:27])=[CH:17][CH:16]=3)=[CH:11][CH:10]=2)[CH2:8][CH2:7]1)=[O:5])[CH3:2].[CH3:28][N:29]([CH3:42])[CH2:30][CH2:31][NH:32][C:33]([C:35]1[CH:40]=[CH:39][CH:38]=[C:37](Br)[N:36]=1)=[O:34]>>[CH2:1]([O:3][C:4]([C:6]1([C:9]2[CH:10]=[CH:11][C:12]([C:15]3[CH:20]=[CH:19][C:18]([C:21]4[O:25][N:24]=[C:23]([CH3:26])[C:22]=4[NH:27][C:37]4[CH:38]=[CH:39][CH:40]=[C:35]([C:33](=[O:34])[NH:32][CH2:31][CH2:30][N:29]([CH3:28])[CH3:42])[N:36]=4)=[CH:17][CH:16]=3)=[CH:13][CH:14]=2)[CH2:8][CH2:7]1)=[O:5])[CH3:2]. Procedure: Prepared according to the procedure described in Example 290, Step 1, using 1-[4′-(4-amino-3-methyl-isoxazol-5-yl)-biphenyl-4-yl]-cyclopropanecarboxylic acid ethyl ester and 6-bromo-pyridine-2-carboxylic acid (2-dimethylamino-ethyl)-amide.